From a dataset of the Open Reaction Database (ORD), a public repository of structured organic reaction records. describe an organic reaction: reactants, conditions, products, and yield Starting materials: CCCCn1c(=O)n(CCCCC(=O)OCC)c(=O)c2[nH]c(Cl)nc21, CO, CCOC(C)=O, [Li+], [OH-], O. Yields the product CCCCn1c(=O)n(CCCCC(=O)O)c(=O)c2[nH]c(Cl)nc21. RXN SMILES: [CH2:1]([CH2:2][CH2:3][CH3:4])[n:5]1[c:6](=[O:25])[n:7]([CH2:16][CH2:17][CH2:18][CH2:19][C:20](=[O:21])[O:22][CH2:23][CH3:24])[c:8](=[O:15])[c:9]2[nH:10][c:11]([Cl:14])[n:12][c:13]12.[CH3:29][OH:30].[CH3:31][CH2:32][O:33][C:34]([CH3:35])=[O:36].[Li+:27].[OH-:26].[OH2:28]>>[CH2:1]([CH2:2][CH2:3][CH3:4])[n:5]1[c:6](=[O:25])[n:7]([CH2:16][CH2:17][CH2:18][CH2:19][C:20](=[O:21])[OH:22])[c:8](=[O:15])[c:9]2[nH:10][c:11]([Cl:14])[n:12][c:13]12. Reactants: NC1=NNC(=C1)C(C)(C)C (3-Amino-5-t-butylpyrazole), ClC(=O)OCC=C (allyl chloroformate). Run in O1CCOCC1 (dioxane). Yields the product C(C)(C)(C)C1=CC(=NN1)NC(OCC=C)=O (allyl N-(5-t-butyl-3-pyrazolyl)carbamate). Isolated yield 43.7%. As a reaction SMILES: [NH2:1][C:2]1[CH:6]=[C:5]([C:7]([CH3:10])([CH3:9])[CH3:8])[NH:4][N:3]=1.Cl[C:12]([O:14][CH2:15][CH:16]=[CH2:17])=[O:13]>O1CCOCC1>[C:7]([C:5]1[NH:4][N:3]=[C:2]([NH:1][C:12](=[O:13])[O:14][CH2:15][CH:16]=[CH2:17])[CH:6]=1)([CH3:10])([CH3:9])[CH3:8]. Reported procedure: 5.5 g of Compound [II] was dissolved in 30 ml of dioxane, and 4.2 g of allyl chloroformate was added to the solution. The mixture was allowed to react for 8 hours under refluxing. After completion of the reaction, the solvent was distilled off, and hexane and a potassium carbonate aqueous solution were added to the residue to form crystals. Thus, 3.4 g of allyl N-(5-t-butyl-3-pyrazolyl)carbamate was obtained. This compound was recrystallized from hydrous methanol and found to have a melting poin... The reactants are Cl.FC1=CC2=C(C(=NO2)C2CCNCC2)C=C1 (6-fluoro-3-(4-piperidinyl)-1,2 benzisoxazole hydrochloride), C(=O)([O-])[O-].[K+].[K+] (K2CO3), ClCCCOC1=C(C=C(C=C1)C(C)=O)OC (1-[4-(3-chloropropoxy)-3-methoxyphenyl]-ethanone), CN(C=O)C (dimethylformamide). Run in O (water). Run at temperature 90 celsius. The product is FC1=CC2=C(C(=NO2)C2CCN(CC2)CCCOC2=C(C=C(C=C2)C(C)=O)OC)C=C1 (1-[4-[3-[4-(6-fluoro-1,2-benzisoxazol-3-yl)-1-piperidinyl]-propoxy]-3-methoxyphenyl]-ethanone). Isolated yield 58.6%. RXN SMILES: Cl.[F:2][C:3]1[CH:17]=[CH:16][C:6]2[C:7]([CH:10]3[CH2:15][CH2:14][NH:13][CH2:12][CH2:11]3)=[N:8][O:9][C:5]=2[CH:4]=1.C([O-])([O-])=O.[K+].[K+].Cl[CH2:25][CH2:26][CH2:27][O:28][C:29]1[CH:34]=[CH:33][C:32]([C:35](=[O:37])[CH3:36])=[CH:31][C:30]=1[O:38][CH3:39].CN(C)C=O>O>[F:2][C:3]1[CH:17]=[CH:16][C:6]2[C:7]([CH:10]3[CH2:11][CH2:12][N:13]([CH2:25][CH2:26][CH2:27][O:28][C:29]4[CH:34]=[CH:33][C:32]([C:35](=[O:37])[CH3:36])=[CH:31][C:30]=4[O:38][CH3:39])[CH2:14][CH2:15]3)=[N:8][O:9][C:5]=2[CH:4]=1 |f:0.1,2.3.4|. Reported procedure: A stirred mixture of 6-fluoro-3-(4-piperidinyl)-1,2 benzisoxazole hydrochloride (5.1 g, 20 mmol), K2CO3 (5.2 g, 40 mmol), 1-[4-(3-chloropropoxy)-3-methoxyphenyl]-ethanone (5.3 g, 22 mmol), and dimethylformamide (60 ml) was heated at 90° C. for 16 hours. The reaction was poured into water, and the aqueous mixture was extracted with ethyl acetate. The ethyl acetate was washed (water), dried (MgSO4) and concentrated to afford a moist solid. Recrystallization (twice) from ethyl alcohol afforded 5.0 ... The reactants are C(C1=CC=CC=C1)N(C=1C(=C(C=CC1)NS(=O)(=O)C)C)CC1=CC=C(C=C1)OC1=CC(=CC=C1)OCCCO[Si](C)(C)C(C)(C)C (N-[3-(benzyl{4-[3-(3-{[tert-butyl(dimethyl)silyl]oxy}propoxy)phenoxy]benzyl}amino)-2-methylphenyl]methanesulfonamide), [F-].C(CCC)[N+](CCCC)(CCCC)CCCC (tetrabutylammonium fluoride). Solvent: C(C)(=O)OCC (ethyl acetate), TBF. Yields the product C(C1=CC=CC=C1)N(C=1C(=C(C=CC1)NS(=O)(=O)C)C)CC1=CC=C(C=C1)OC1=CC(=CC=C1)OCCCO (N-[3-(benzyl{4-[3-(3-hydroxypropoxy)phenoxy]benzyl}amino)-2-methylphenyl]methanesulfonamide). As a reaction SMILES: [CH2:1]([N:8]([CH2:21][C:22]1[CH:27]=[CH:26][C:25]([O:28][C:29]2[CH:34]=[CH:33][CH:32]=[C:31]([O:35][CH2:36][CH2:37][CH2:38][O:39][Si](C(C)(C)C)(C)C)[CH:30]=2)=[CH:24][CH:23]=1)[C:9]1[C:10]([CH3:20])=[C:11]([NH:15][S:16]([CH3:19])(=[O:18])=[O:17])[CH:12]=[CH:13][CH:14]=1)[C:2]1[CH:7]=[CH:6][CH:5]=[CH:4][CH:3]=1.[F-].C([N+](CCCC)(CCCC)CCCC)CCC>C(OCC)(=O)C>[CH2:1]([N:8]([CH2:21][C:22]1[CH:27]=[CH:26][C:25]([O:28][C:29]2[CH:34]=[CH:33][CH:32]=[C:31]([O:35][CH2:36][CH2:37][CH2:38][OH:39])[CH:30]=2)=[CH:24][CH:23]=1)[C:9]1[C:10]([CH3:20])=[C:11]([NH:15][S:16]([CH3:19])(=[O:17])=[O:18])[CH:12]=[CH:13][CH:14]=1)[C:2]1[CH:7]=[CH:6][CH:5]=[CH:4][CH:3]=1 |f:1.2|. Reported procedure: The product from Example 72B(0.368 g, 0.558 mmoles) in anhydrous TBF (2 mL) was treated with 1.0 M tetrabutylammonium fluoride (0.67 mL, 0.669 mmoles) and mixed overnight at room temperature. Reaction diluted with ethyl acetate, washed with saturated NH4Cl, H2O, and brine, dried (Na2SO4), filtered, and the filtrate concentrated under reduced pressure to provide the title compound without further purification. Reactants: CCO, [Cl-], CC(C(N)=O)n1ccc2c([N+](=O)[O-])c(Cl)ccc2c1=O, [Fe], [NH4+], O. Product: CC(C(N)=O)n1ccc2c(N)c(Cl)ccc2c1=O. As a reaction SMILES: [CH3:21][CH2:22][OH:23].[Cl-:24].[Cl:1][c:2]1[c:3]([N+:18]([O-:19])=[O:20])[c:4]2[cH:5][cH:6][n:7]([CH:13]([C:14](=[O:15])[NH2:16])[CH3:17])[c:8](=[O:12])[c:9]2[cH:10][cH:11]1.[Fe:27].[NH4+:25].[OH2:26]>>[Cl:1][c:2]1[c:3]([NH2:18])[c:4]2[cH:5][cH:6][n:7]([CH:13]([C:14](=[O:15])[NH2:16])[CH3:17])[c:8](=[O:12])[c:9]2[cH:10][cH:11]1.